Task: describe an organic reaction: reactants, conditions, products, and yield. Dataset: the Open Reaction Database (ORD), a public repository of structured organic reaction records The reactants are CC(=O)O, CC(C)c1cc(C(=O)N2Cc3ccc(C=O)cc3C2)c(OCc2ccccc2)cc1OCc1ccccc1, CN1CCNCC1, ClCCl. Yields the product CC(C)c1cc(C(=O)N2Cc3ccc(CN4CCN(C)CC4)cc3C2)c(OCc2ccccc2)cc1OCc1ccccc1. RXN SMILES: [C:46]([OH:47])(=[O:48])[CH3:49].[CH2:1]([c:2]1[cH:3][cH:4][cH:5][cH:6][cH:7]1)[O:8][c:9]1[c:10]([C:11](=[O:12])[N:13]2[CH2:14][c:15]3[cH:16][cH:17][c:18]([CH:22]=[O:23])[cH:19][c:20]3[CH2:21]2)[cH:24][c:25]([CH:36]([CH3:37])[CH3:38])[c:26]([O:28][CH2:29][c:30]2[cH:31][cH:32][cH:33][cH:34][cH:35]2)[cH:27]1.[CH3:39][N:40]1[CH2:41][CH2:42][NH:43][CH2:44][CH2:45]1.[Cl:50][CH2:51][Cl:52]>>[CH2:1]([c:2]1[cH:3][cH:4][cH:5][cH:6][cH:7]1)[O:8][c:9]1[c:10]([C:11](=[O:12])[N:13]2[CH2:14][c:15]3[cH:16][cH:17][c:18]([CH2:22][N:43]4[CH2:42][CH2:41][N:40]([CH3:39])[CH2:45][CH2:44]4)[cH:19][c:20]3[CH2:21]2)[cH:24][c:25]([CH:36]([CH3:37])[CH3:38])[c:26]([O:28][CH2:29][c:30]2[cH:31][cH:32][cH:33][cH:34][cH:35]2)[cH:27]1. Starting materials: S1C(SC2=C1C=CC=C2)=NN2C(SCC2=O)=S (3-[(1,3-Benzodithiol-2-ylidene)amino]-2-thioxo-4-thiazolidinone), C(CCCC)=O (valeraldehyde). The reagents and catalysts are C(C)(=O)O.N1CCCCC1 (acetic acid piperidine). Run in C(OC)COC (glyme). Yields the product S1C(SC2=C1C=CC=C2)=NN2C(SC(C2=O)=CCCCC)=S (3-[(1,3-Benzodithiol-2-ylidene)amino]-5-pentylidene-2-thioxo-4-thiazolidinone). As a reaction SMILES: [S:1]1[C:5]2[CH:6]=[CH:7][CH:8]=[CH:9][C:4]=2[S:3][C:2]1=[N:10][N:11]1[C:15](=[O:16])[CH2:14][S:13][C:12]1=[S:17].[CH:18](=O)[CH2:19][CH2:20][CH2:21][CH3:22]>C(O)(=O)C.N1CCCCC1.C(COC)OC>[S:1]1[C:5]2[CH:6]=[CH:7][CH:8]=[CH:9][C:4]=2[S:3][C:2]1=[N:10][N:11]1[C:15](=[O:16])[C:14](=[CH:18][CH2:19][CH2:20][CH2:21][CH3:22])[S:13][C:12]1=[S:17] |f:2.3|. Procedure details: A slurry of 2.0 g of 3-[(1,3-benzodithiol-2-ylidene)amino]-2-thioxo-4-thiazolidinone (see example 37), valeraldehyde (10 ml, excess) and acetic acid/piperidine (2:1) (10 drops) in anhydrous glyme (400 ml) is heated at reflux for 18 hours. The reaction mixture is chilled in an ice bath and the resultant precipitate collected by filtration. This precipitate (1.6 g) is recrystallized from 50 ml of dimethylformamide to yield 1.1 g of the title compound, melting point 210°-212° C. Reactants: F[B-](F)(F)F.C(C)[O+](CC)CC (triethyloxonium fluoroborate), C1(CC1)COC1=C(C(=O)N)C=CC=C1 (2-cyclopropylmethoxybenzamide). The solvent is C(Cl)Cl (methylene chloride), C(Cl)Cl (methylene chloride). Reaction conditions: time 18 hour. Yields the product F[B-](F)(F)F.C1(CC1)COC1=C(C(OCC)=N)C=CC=C1 (ethyl 2-cyclopropylmethoxybenzimidate fluoroborate). The yield is 66.0%. As a reaction SMILES: [F:1][B-:2]([F:5])([F:4])[F:3].[CH2:6]([O+](CC)CC)[CH3:7].[CH:13]1([CH2:16][O:17][C:18]2[CH:26]=[CH:25][CH:24]=[CH:23][C:19]=2[C:20]([NH2:22])=[O:21])[CH2:15][CH2:14]1>C(Cl)Cl>[F:1][B-:2]([F:5])([F:4])[F:3].[CH:13]1([CH2:16][O:17][C:18]2[CH:26]=[CH:25][CH:24]=[CH:23][C:19]=2[C:20](=[NH:22])[O:21][CH2:6][CH3:7])[CH2:15][CH2:14]1 |f:0.1,4.5|. Reported procedure: A solution of triethyloxonium fluoroborate (99.1 g., 0.522 mole) in methylene chloride (225 ml.) was added to a stirred solution of 2-cyclopropylmethoxybenzamide (99.2 g., 0.518 mole) in methylene chloride (450 ml.). The mixture was stirred at 22° for 18 hours. The solution was concentrated to about one-fifth volume and then diluted with diethyl ether. The precipitated solid was recrystallized from methylene chloride - diethyl ether to give ethyl 2-cyclopropylmethoxybenzimidate fluoroborate (104...